From a dataset of the Open Reaction Database (ORD), a public repository of structured organic reaction records. describe an organic reaction: reactants, conditions, products, and yield The reactants are C(C)(=O)O (Acetic acid), [N+](=[N-])=C (diazomethane), C(C)(C)C(C(N)=O)(C1=CC=CC=C1)N(C(=O)[C@@H](CCC(=O)O)NC(=O)NC1=CC=CC=C1)C1=CC=CC=C1 ((R)-4-[(Isopropyl-phenyl-carbamoylmethyl)-phenyl-carbamoyl]-4-(3-phenyl-ureido)-butyric acid). Product: COC(CC[C@@H](NC(=O)NC1=CC=CC=C1)C(N(C1=CC=CC=C1)C(C(N)=O)(C1=CC=CC=C1)C(C)C)=O)=O ((R)-4-[(Isopropyl-phenyl-carbamoylmethyl)-phenyl-carbamoyl]-4-(3-phenyl-ureido)-butyric acid methyl ester). Solvent: C(C)OCC (diethyl ether), O1CCCC1 (tetrahydrofuran). Reported procedure: A solution of diazomethane in diethyl ether (generated from N-methylnitroso urea, 623 mg and 40% aqueous potassium hydroxide, 2 mL) was added dropwise to a solution of Example 4 (11.2 mg, 0.0217 mmol) in tetrahydrofuran (2 mL) until a yellow color persisted. Acetic acid was added until yellow color disappeared and the solvents were removed in vacuo. RP-HPLC (45% to 64%, 30 min) gave the titled product (10.3 mg) as a white lyophile. (45% to 64%, 30 min) Tr =13.07 min. 1H NMR (300 MHz, CDCl3) d 1.... RXN SMILES: [N+](=[CH2:3])=[N-].[CH:4]([C:7]([N:17]([C:36]1[CH:41]=[CH:40][CH:39]=[CH:38][CH:37]=1)[C:18]([C@H:20]([NH:26][C:27]([NH:29][C:30]1[CH:35]=[CH:34][CH:33]=[CH:32][CH:31]=1)=[O:28])[CH2:21][CH2:22][C:23]([OH:25])=[O:24])=[O:19])([C:11]1[CH:16]=[CH:15][CH:14]=[CH:13][CH:12]=1)[C:8](=[O:10])[NH2:9])([CH3:6])[CH3:5].C(O)(=O)C>C(OCC)C.O1CCCC1>[CH3:3][O:24][C:23](=[O:25])[CH2:22][CH2:21][C@H:20]([C:18](=[O:19])[N:17]([C:7]([CH:4]([CH3:6])[CH3:5])([C:11]1[CH:12]=[CH:13][CH:14]=[CH:15][CH:16]=1)[C:8](=[O:10])[NH2:9])[C:36]1[CH:37]=[CH:38][CH:39]=[CH:40][CH:41]=1)[NH:26][C:27]([NH:29][C:30]1[CH:31]=[CH:32][CH:33]=[CH:34][CH:35]=1)=[O:28].